Dataset: the Open Reaction Database (ORD), a public repository of structured organic reaction records. Task: describe an organic reaction: reactants, conditions, products, and yield Run in CO (methanol). Reaction conditions: temperature 110 celsius. The yield is 27.0%. As a reaction SMILES: Cl[C:2]1[N:7]2[N:8]=[CH:9][CH:10]=[C:6]2[N:5]=[C:4]([NH:11][C:12](=[O:23])[C:13]2[CH:18]=[CH:17][C:16]([C:19]([OH:22])([CH3:21])[CH3:20])=[CH:15][CH:14]=2)[CH:3]=1.O1[CH2:29][CH2:28][O:27][CH2:26][CH2:25]1>CO.C1C=CC(P(C2C=CC=CC=2)[C-]2C=CC=C2)=CC=1.C1C=CC(P(C2C=CC=CC=2)[C-]2C=CC=C2)=CC=1.Cl[Pd]Cl.[Fe+2]>[O:27]1[C:28]2[CH:29]=[CH:12][C:13]([C:2]3[N:7]4[N:8]=[CH:9][CH:10]=[C:6]4[N:5]=[C:4]([NH:11][C:12](=[O:23])[C:13]4[CH:18]=[CH:17][C:16]([C:19]([OH:22])([CH3:21])[CH3:20])=[CH:15][CH:14]=4)[CH:3]=3)=[CH:14][C:15]=2[CH2:25][CH2:26]1 |f:3.4.5.6|. The product is O1CCC2=C1C=CC(=C2)C2=CC(=NC=1N2N=CC1)NC(C1=CC=C(C=C1)C(C)(C)O)=O (N-(7-(2,3-dihydrobenzofuran-5-yl)pyrazolo[1,5-a]pyrimidin-5-yl)-4-(2-hydroxypropan-2-yl)benzamide). Procedure: A suspension of N-(7-chloropyrazolo[1,5-a]pyrimidin-5-yl)-4-(2-hydroxypropan-2-yl)benzamide (2D, 50 mg, 151 mmol), 3-dihydrobenzofuran-5-ylboronic acid (50 mg, 305 mmol), and [1,1′-bis(diphenylphosphino)ferrocene]dichloropalladium(II) (9 mg, 12 mmol) in 2:1 1,4-dioxane/saturated aqueous NaHCO3 (670 microliters of 1,4-dioxane and 330 microliters of saturated aqueous NaHCO3) was prepared in a 2 mL microwave reaction vessel and the sealed reaction vessel warmed to 110° C. for 20 minutes. The reacti... Reagents/catalysts: C1=CC=C(C=C1)P([C-]2C=CC=C2)C3=CC=CC=C3.C1=CC=C(C=C1)P([C-]2C=CC=C2)C3=CC=CC=C3.Cl[Pd]Cl.[Fe+2] ([1,1′-bis(diphenylphosphino)ferrocene]dichloropalladium(II)). The reactants are ClC1=CC(=NC=2N1N=CC2)NC(C2=CC=C(C=C2)C(C)(C)O)=O (N-(7-chloropyrazolo[1,5-a]pyrimidin-5-yl)-4-(2-hydroxypropan-2-yl)benzamide), 3-dihydrobenzofuran-5-ylboronic acid, O1CCOCC1 (1,4-dioxane). The reactants are OC(C#C)C1=CC(=CC=C1)O (3-hydroxy-3-(3-hydroxyphenyl)-1-propyne), BrC1=C2/C(/C(NC2=CC=C1)=O)=C/C=1NC=CC1OC ((Z)-4-bromo-1,3-dihydro-3-[(3-methoxy-1H-pyrrol-2-yl)methylene]-2H-indol-2-one), BrC1=C2/C(/C(NC2=CC=C1)=O)=C/C=1NC=CC1OC ((Z)-4-bromo-1,3-dihydro-3-[(3-methoxy-1H-pyrrol-2-yl)methylene]-2H-indol-2-one), C(#C)[Mg]Cl (ethynylmagnesium chloride), OC=1C=C(C=O)C=CC1 (3-hydroxybenzaldehyde). Reagents/catalysts: [Cu]I (CuI), Cl[Pd]([P](C1=CC=CC=C1)(C2=CC=CC=C2)C3=CC=CC=C3)([P](C4=CC=CC=C4)(C5=CC=CC=C5)C6=CC=CC=C6)Cl ((Ph3P)2PdCl2). Solvent: CN(C)C=O (DMF), CCN(CC)CC (Et3N). The product is OC(C#CC1=C2/C(/C(NC2=CC=C1)=O)=C/C=1NC=CC1OC)C1=CC(=CC=C1)O (rac-(Z)-1,3-dihydro-4-[3-hydroxy-3-(3-hydroxyphenyl)-1-propynyl]-3-[(3-methoxy-1H-pyrrol-2-yl)methylene]-2H-indol-2-one). As a reaction SMILES: [OH:1][CH:2]([C:5]1[CH:10]=[CH:9][CH:8]=[C:7]([OH:11])[CH:6]=1)[C:3]#[CH:4].C([Mg]Cl)#C.OC1C=C(C=CC=1)C=O.Br[C:26]1[CH:34]=[CH:33][CH:32]=[C:31]2[C:27]=1/[C:28](=[CH:36]/[C:37]1[NH:38][CH:39]=[CH:40][C:41]=1[O:42][CH3:43])/[C:29](=[O:35])[NH:30]2>Cl[Pd](Cl)([P](C1C=CC=CC=1)(C1C=CC=CC=1)C1C=CC=CC=1)[P](C1C=CC=CC=1)(C1C=CC=CC=1)C1C=CC=CC=1.[Cu]I.CN(C=O)C.CCN(CC)CC>[OH:1][CH:2]([C:5]1[CH:10]=[CH:9][CH:8]=[C:7]([OH:11])[CH:6]=1)[C:3]#[C:4][C:26]1[CH:34]=[CH:33][CH:32]=[C:31]2[C:27]=1/[C:28](=[CH:36]/[C:37]1[NH:38][CH:39]=[CH:40][C:41]=1[O:42][CH3:43])/[C:29](=[O:35])[NH:30]2 |^1:46,65|. Reported procedure: Using Method D above, 3-hydroxy-3-(3-hydroxyphenyl)-1-propyne (140 mg, 0.94 mmol) (prepared by the addition of ethynylmagnesium chloride (Aldrich) to 3-hydroxybenzaldehyde (Aldrich) through Method B above) was coupled to (Z)-4-bromo-1,3-dihydro-3-[(3-methoxy-1H-pyrrol-2-yl)methylene]-2H-indol-2-one (Starting Material 1) (200 mg, 0.63 mmol) using (Ph3P)2PdCl2 (68 mg) (Aldrich) and CuI (32 mg) (Aldrich) as catalyst in DMF (4 mL) and Et3N (4 mL) as solvent at 80° C. for 15 h, yielding rac-(Z)-1,3-d...